describe an organic reaction: reactants, conditions, products, and yield From a dataset of the Open Reaction Database (ORD), a public repository of structured organic reaction records. Starting materials: S(O)(O)(=O)=O (sulfuric acid), OS(=O)(=O)O.O=S(=O)=O (oleum), O=C1C(O)=C(O)[C@H](O1)[C@@H](O)CO (ascorbic acid), N=1N(N=C2C1C=CC=C2)C=2C=C(C(=O)O)C=CC2O (3-benzotriazol-2-yl-4-hydroxybenzoic acid), ice, [Cl-].[Na+] (sodium chloride). RXN SMILES: S(=O)(=O)(O)O.[O:6]=[C:7]1[O:13][C@H:12]([C@H:14]([CH2:16][OH:17])[OH:15])[C:10]([OH:11])=[C:8]1[OH:9].[N:18]1[N:19]([C:27]2[CH:28]=[C:29]([CH:33]=[CH:34][C:35]=2[OH:36])[C:30](O)=[O:31])[N:20]=[C:21]2[CH:26]=[CH:25][CH:24]=[CH:23][C:22]=12.OS(O)(=O)=O.O=S(=O)=O.[Cl-].[Na+]>>[N:18]1[N:19]([C:27]2[CH:28]=[C:29]([CH:33]=[CH:34][C:35]=2[OH:36])[C:30]([O:17][CH2:16][C@H:14]([C@@H:12]2[C:10]([OH:11])=[C:8]([OH:9])[C:7](=[O:6])[O:13]2)[OH:15])=[O:31])[N:20]=[C:21]2[CH:26]=[CH:25][CH:24]=[CH:23][C:22]=12 |f:3.4,5.6|. Yields the product N=1N(N=C2C1C=CC=C2)C=2C=C(C(=O)OC[C@@H](O)[C@H]1OC(C(=C1O)O)=O)C=CC2O ((R)-2-((R)-3,4-dihydroxy-5-oxo-2,5-dihydrofuran-2-yl)-2-hydroxyethyl 3-benzotriazol-2-yl-4-hydroxybenzoate). Reported procedure: 265 ml of conc. sulfuric acid are initially introduced in an argon-flushed 3-necked flask and cooled to 0° C. 124.2 g (0.705 mol, 3 eq.) of ascorbic acid and subsequently 60 g of 3-benzotriazol-2-yl-4-hydroxybenzoic acid (0.235 mol, 1 eq.) are added in portions. 73.7 ml of oleum (sulfuric acid containing 65% of SO3) are then added dropwise. After a reaction time of 5 hrs. at 45° C., the reaction solution is poured onto 1000 g of ice, saturated with 200 g of sodium chloride and extracted 3× with ... Reaction conditions: temperature 0 celsius. Product: FC(C=1C=C(C=CC1)C1CCC(C2=CC(=CC=C12)OC)=O)(F)F (4-(3-trifluoromethylphenyl)-7-methoxy-1-tetralone). Reported procedure: Ethyl 3-(3-trifluoromethylphenyl)-3-(4-methoxyphenyl)propionate was converted to 4-(3-trifluoromethylphenyl)-4-(4-methoxyphenyl) butanoic acid by standard methods, viz. reduction of the propionate ester to the propanol (93%) tosylation (81%), conversion to the butyronitrile (67%) and hydrolysis to the butanoic acid (85%), which was obtained as a pale yellow oil. This oil (10 g) was stirred overnight at room temperature in a solution of methanesulphonic acid (100 g) and phosphorus pentoxide (21 g... Yield: 81.0%. Reactants: FC(C=1C=C(C=CC1)C(CC(=O)OCC)C1=CC=C(C=C1)OC)(F)F (Ethyl 3-(3-trifluoromethylphenyl)-3-(4-methoxyphenyl)propionate), oil, CS(=O)(=O)O (methanesulphonic acid), O=P12OP3(=O)OP(=O)(O1)OP(=O)(O2)O3 (phosphorus pentoxide), FC(C=1C=C(C=CC1)C(CCC(=O)O)C1=CC=C(C=C1)OC)(F)F (4-(3-trifluoromethylphenyl)-4-(4-methoxyphenyl) butanoic acid), propionate ester, C(CCC)#N (butyronitrile), C(CCC)(=O)O (butanoic acid). Run in C(CC)O (propanol). Reaction SMILES: FC(F)(F)C1C=C(C(C2C=CC(OC)=CC=2)CC(OCC)=O)C=CC=1.[F:26][C:27]([F:49])([F:48])[C:28]1[CH:29]=[C:30]([CH:34]([C:40]2[CH:45]=[CH:44][C:43]([O:46][CH3:47])=[CH:42][CH:41]=2)[CH2:35][CH2:36][C:37]([OH:39])=O)[CH:31]=[CH:32][CH:33]=1.C(#N)CCC.C(O)(=O)CCC.CS(O)(=O)=O.O=P12OP3(OP(OP(O3)(O1)=O)(=O)O2)=O>C(O)CC>[F:49][C:27]([F:48])([F:26])[C:28]1[CH:29]=[C:30]([CH:34]2[C:40]3[C:41](=[CH:42][C:43]([O:46][CH3:47])=[CH:44][CH:45]=3)[C:37](=[O:39])[CH2:36][CH2:35]2)[CH:31]=[CH:32][CH:33]=1. Run in CN(C)C=O (DMF), O (water). Procedure: A mixture of 2-butyl-1-methyl-1H-indole-3-carboxylic acid (5-bromo-6-cyanomethoxy-naphthalen-2-ylmethyl)-methyl-amide (1.79 g, 3.45 mmol), prepared in the previous step, sodium azide (673 mg, 10.35 mmol) and ammoniun chloride (554 mg, 10.36 mmol) in 100 mL of DMF was stirred under nitrogen at 100° C. for 4.25 h. The reaction was diluted with water, made basic by the addition of 20 mL of 1 N NaOH and extracted multiple times with ethyl acetate. The aqueous layer was acidified with 40 mL of 1 N HC... Product: BrC1=C2C=CC(=CC2=CC=C1OCC1=NN=NN1)CN(C(=O)C1=C(N(C2=CC=CC=C12)C)CCCC)C (2-Butyl-1-methyl-1H-indole-3-carboxylic acid [5-bromo-6-(1H-tetrazol-5-ylmethoxy)-naphthalen-2-ylmethyl]-methyl-amide). RXN SMILES: [Br:1][C:2]1[C:11]([O:12][CH2:13][C:14]#[N:15])=[CH:10][CH:9]=[C:8]2[C:3]=1[CH:4]=[CH:5][C:6]([CH2:16][N:17]([CH3:34])[C:18]([C:20]1[C:28]3[C:23](=[CH:24][CH:25]=[CH:26][CH:27]=3)[N:22]([CH3:29])[C:21]=1[CH2:30][CH2:31][CH2:32][CH3:33])=[O:19])=[CH:7]2.[N-:35]=[N+:36]=[N-:37].[Na+].[Cl-].[OH-].[Na+]>CN(C=O)C.O>[Br:1][C:2]1[C:11]([O:12][CH2:13][C:14]2[NH:37][N:36]=[N:35][N:15]=2)=[CH:10][CH:9]=[C:8]2[C:3]=1[CH:4]=[CH:5][C:6]([CH2:16][N:17]([CH3:34])[C:18]([C:20]1[C:28]3[C:23](=[CH:24][CH:25]=[CH:26][CH:27]=3)[N:22]([CH3:29])[C:21]=1[CH2:30][CH2:31][CH2:32][CH3:33])=[O:19])=[CH:7]2 |f:1.2,4.5|. Conditions: temperature 100 celsius, time 4.25 hour. The reactants are [N-]=[N+]=[N-].[Na+] (sodium azide), [Cl-] (chloride), BrC1=C2C=CC(=CC2=CC=C1OCC#N)CN(C(=O)C1=C(N(C2=CC=CC=C12)C)CCCC)C (2-butyl-1-methyl-1H-indole-3-carboxylic acid (5-bromo-6-cyanomethoxy-naphthalen-2-ylmethyl)-methyl-amide), [OH-].[Na+] (NaOH). Yield: 90.3%. Reactants: O=C([O-])[O-], O=CO, CC(c1ccc(O)cc1Cl)C(O)(c1ccc2c(c1)n(C)c(=O)n2C)C(F)(F)F, [Cs+], [Cs+], N#Cc1ccc(F)c(F)c1, CN(C)C=O. The product is CC(c1ccc(Oc2ccc(C#N)cc2F)cc1Cl)C(O)(c1ccc2c(c1)n(C)c(=O)n2C)C(F)(F)F. As a reaction SMILES: [C:39](=[O:40])([O-:41])[O-:42].[CH:45]([OH:46])=[O:47].[Cl:1][c:2]1[c:3]([CH:9]([C:10]([C:11]([F:12])([F:13])[F:14])([OH:15])[c:16]2[cH:17][c:18]3[c:19]([n:20]([CH3:25])[c:21](=[O:24])[n:22]3[CH3:23])[cH:26][cH:27]2)[CH3:28])[cH:4][cH:5][c:6]([OH:8])[cH:7]1.[Cs+:43].[Cs+:44].[F:29][c:30]1[cH:31][c:32]([C:33]#[N:34])[cH:35][cH:36][c:37]1[F:38].[O:48]=[CH:49][N:50]([CH3:51])[CH3:52]>>[Cl:1][c:2]1[c:3]([CH:9]([C:10]([C:11]([F:12])([F:13])[F:14])([OH:15])[c:16]2[cH:17][c:18]3[c:19]([n:20]([CH3:25])[c:21](=[O:24])[n:22]3[CH3:23])[cH:26][cH:27]2)[CH3:28])[cH:4][cH:5][c:6]([O:8][c:37]2[c:30]([F:29])[cH:31][c:32]([C:33]#[N:34])[cH:35][cH:36]2)[cH:7]1. Starting materials: C(C)(=O)Cl (Acetyl chloride), C(C)OC(=O)C1=NN2C(C(N(CC2)CC2=CC=C(C=C2)OC)=O)=C1 (5-(4-methoxy-benzyl)-4-oxo-4,5,6,7-tetrahydro-pyrazolo[1,5-a]pyrazine-2-carboxylic acid ethyl ester), TEA, C(=O)([O-])[O-].[Na+].[Na+] (Na2CO3). The reagents and catalysts are CN(C)C=1C=CN=CC1 (DMAP), C(C)(=O)Cl (acetyl chloride). Run in C(Cl)Cl (DCM). Run at time 2 hour. Yields the product COC1=CC=C(CN2C(C=3N(CC2)N=C(C3)COC(C)=O)=O)C=C1 (acetic acid 5-(4-methoxy-benzyl)-4-oxo-4,5,6,7-tetrahydro-pyrazolo[1,5-a]pyrazin-2-ylmethyl ester). The yield is 783.9%. RXN SMILES: C(Cl)(=[O:3])C.[CH2:5]([O:7][C:8]([C:10]1[CH:28]=[C:13]2[C:14](=[O:27])[N:15]([CH2:18][C:19]3[CH:24]=[CH:23][C:22]([O:25][CH3:26])=[CH:21][CH:20]=3)[CH2:16][CH2:17][N:12]2[N:11]=1)=O)[CH3:6].C([O-])([O-])=O.[Na+].[Na+]>CN(C1C=CN=CC=1)C.C(Cl)Cl.C(Cl)(=O)C>[CH3:26][O:25][C:22]1[CH:23]=[CH:24][C:19]([CH2:18][N:15]2[CH2:16][CH2:17][N:12]3[N:11]=[C:10]([CH2:8][O:7][C:5](=[O:3])[CH3:6])[CH:28]=[C:13]3[C:14]2=[O:27])=[CH:20][CH:21]=1 |f:2.3.4|. Procedure: Acetyl chloride (0.043 mL, 0.055 mmol) was added to a stirred solution of 5-(4-methoxy-benzyl)-4-oxo-4,5,6,7-tetrahydro-pyrazolo[1,5-a]pyrazine-2-carboxylic acid ethyl ester (3.8 g, 11.5 mmol), TEA (0.1 mL, 0.75 mmol) and DMAP (6.1 mL, 0.05 mmol)) in DCM (2.5 mL) at 0° C. The mixture was stirred at room temperature for 2 hours. Then more acetyl chloride (0.01 mL, 0.01 mmol) was added and the mixture was stirred at room temperature for 2 hours more. The mixture was treated with a saturated soluti... The reactants are C(#N)CC1=CC=C(C(=O)OC)C=C1 (Methyl 4-(cyanomethyl)benzoate), C(O)([O-])=O.[Na+] (sodium hydrogen carbonate), Cl.NO (hydroxylamine hydrochloride). Run in CO (methanol). Yields the product NC(CC1=CC=C(C(=O)OC)C=C1)=NO (methyl 4-[2-amino-2-(hydroxyimino)ethyl]benzoate). RXN SMILES: [C:1]([CH2:3][C:4]1[CH:13]=[CH:12][C:7]([C:8]([O:10][CH3:11])=[O:9])=[CH:6][CH:5]=1)#[N:2].C(=O)([O-])O.[Na+].Cl.[NH2:20][OH:21]>CO>[NH2:2][C:1](=[N:20][OH:21])[CH2:3][C:4]1[CH:13]=[CH:12][C:7]([C:8]([O:10][CH3:11])=[O:9])=[CH:6][CH:5]=1 |f:1.2,3.4|. Reported procedure: Methyl 4-(cyanomethyl)benzoate (2.0 g) was suspended in methanol (30 mL), and sodium hydrogen carbonate (0.96 g) and hydroxylamine hydrochloride (0.80 g) were added. The reaction mixture was heated under reflux for 12 hr, and the insoluble material was removed by filtration. The solvent was evaporated under reduced pressure from the obtained filtrate to give the title compound as a bister solid. Starting materials: O (water), [H][H] (hydrogen), [N+](=O)([O-])C1=CC=C(C[C@@H]2NC(OC2)=O)C=C1 ((S)-4-(4-Nitrobenzyl)-1,3-oxazolidin-2-one), Cl (HCl). Reagents/catalysts: [Pd] (palladium on carbon). Run in C(C)O (ethanol), C(C)(=O)OCC (ethyl acetate). The product is Cl.NC1=CC=C(C[C@@H]2NC(OC2)=O)C=C1 ((S)-4-(4-Aminobenzyl)-1,3-oxazolidin-2-one hydrochloride). Reaction SMILES: [N+:1]([C:4]1[CH:16]=[CH:15][C:7]([CH2:8][C@H:9]2[CH2:13][O:12][C:11](=[O:14])[NH:10]2)=[CH:6][CH:5]=1)([O-])=O.O.[ClH:18].[H][H]>[Pd].C(O)C.C(OCC)(=O)C>[ClH:18].[NH2:1][C:4]1[CH:16]=[CH:15][C:7]([CH2:8][C@H:9]2[CH2:13][O:12][C:11](=[O:14])[NH:10]2)=[CH:6][CH:5]=1 |f:7.8|. Procedure details: A suspension of the product from step (c) (0.79 g) and 10% palladium on carbon (0.26 g) in a mixture of ethanol (15 ml), water (11 ml), ethyl acetate (2.0 ml) and aqu. 2N HCl (2.3 ml) was stirred under 1 atmos. pressure of hydrogen until uptake ceased. The mixture was filtered through Hyflo and the filtrate evaporated in vacuo to give the desired product as a pale yellow foam (0.79 g).